From a dataset of the Open Reaction Database (ORD), a public repository of structured organic reaction records. describe an organic reaction: reactants, conditions, products, and yield Reaction SMILES: [C:21]([CH3:22])(=[O:23])[c:24]1[cH:25][cH:26][c:27]([N:30]2[CH2:31][CH2:32][NH:33][CH2:34][CH2:35]2)[cH:28][cH:29]1.[CH3:1][O:2][c:3]1[c:4]([NH:15][C:16]([O:17][CH2:18][CH3:19])=[O:20])[n:5][c:6]2[cH:7][cH:8][c:9]([O:13][CH3:14])[cH:10][c:11]2[n:12]1>>[CH3:1][O:2][c:3]1[c:4]([NH:15][C:16](=[O:20])[N:33]2[CH2:32][CH2:31][N:30]([c:27]3[cH:26][cH:25][c:24]([C:21]([CH3:22])=[O:23])[cH:29][cH:28]3)[CH2:35][CH2:34]2)[n:5][c:6]2[cH:7][cH:8][c:9]([O:13][CH3:14])[cH:10][c:11]2[n:12]1. The reactants are CC(=O)c1ccc(N2CCNCC2)cc1, CCOC(=O)Nc1nc2ccc(OC)cc2nc1OC. Yields the product COc1ccc2nc(NC(=O)N3CCN(c4ccc(C(C)=O)cc4)CC3)c(OC)nc2c1. Conditions: temperature 50 celsius, time 1 hour. Reported procedure: To a solution of (3R)-2-oxo-3-butoxycarbonylamino-5-(2-cyclohexen-1-yl)-1,3,4,5-tetrahydro-2H-1,5-benzodiazepin e (12.87 g) in xylene (200 mL), nitrobenzene (22.16 g) and 10% palladium carbon (6 g) were added, followed by refluxing for 1 hour and 30 minutes. The reaction mixture was allowed to cool down and then filtered. The filtrate was concentrated under reduced pressure. The residue was dissolved in ethanol (30mL), and a 4 N hydrochloric acid-dioxane solution (20 mL) was added, followed by s... Reaction SMILES: [O:1]=[C:2]1[NH:8][C:7]2[CH:9]=[CH:10][CH:11]=[CH:12][C:6]=2[N:5]([CH:13]2[CH2:18][CH2:17][CH2:16][CH:15]=[CH:14]2)[CH2:4][C@H:3]1[NH:19]C(OCCCC)=O.[N+](C1C=CC=CC=1)([O-])=O.Cl.C(=O)([O-])O.[Na+]>C1(C)C(C)=CC=CC=1.[C].[Pd].O.CO>[O:1]=[C:2]1[NH:8][C:7]2[CH:9]=[CH:10][CH:11]=[CH:12][C:6]=2[N:5]([C:13]2[CH:14]=[CH:15][CH:16]=[CH:17][CH:18]=2)[CH2:4][C@H:3]1[NH2:19] |f:3.4,6.7|. The reagents and catalysts are [C].[Pd] (palladium carbon). Solvent: C=1(C(=CC=CC1)C)C (xylene), O (water), CO (methanol). Yields the product O=C1[C@@H](CN(C2=C(N1)C=CC=C2)C2=CC=CC=C2)N ((3R)-(−)-2-oxo-3-amino-5-phenyl-1,3,4,5-tetrahydro-2H-1,5-benzodiazepine). Yield: 60.9%. Starting materials: O=C1[C@@H](CN(C2=C(N1)C=CC=C2)C2C=CCCC2)NC(=O)OCCCC ((3R)-2-oxo-3-butoxycarbonylamino-5-(2-cyclohexen-1-yl)-1,3,4,5-tetrahydro-2H-1,5-benzodiazepin e), [N+](=O)([O-])C1=CC=CC=C1 (nitrobenzene), C(O)([O-])=O.[Na+] (sodium hydrogencarbonate), Cl (hydrochloride). Reactants: FC1=C(OC2=NC=C(C(=N2)OC2=C(C=C(C=C2)F)F)C(=O)C2=C(C=CC(=C2)SC)Cl)C=CC(=C1)F ([2,4-bis-(2,4-difluoro-phenoxy)-pyrimidin-5-yl]-(2-chloro-5-methylsulfanyl-phenyl)-methanone), NN (hydrazine). Run in O1CCOCC1.CCO (dioxane EtOH). Yields the product ClC1=C(C=C(C=C1)SC)C1=NNC2=NC(=NC=C21)OC2=C(C=C(C=C2)F)F (3-(2-chloro-5-methylsulfanyl-phenyl)-6-(2,4-difluoro-phenoxy)-1H-pyrazolo[3,4-d]pyrimidine). Isolated yield 7.7%. As a reaction SMILES: [F:1][C:2]1[CH:34]=[C:33]([F:35])[CH:32]=[CH:31][C:3]=1[O:4][C:5]1[N:10]=[C:9](OC2C=CC(F)=CC=2F)[C:8]([C:20]([C:22]2[CH:27]=[C:26]([S:28][CH3:29])[CH:25]=[CH:24][C:23]=2[Cl:30])=O)=[CH:7][N:6]=1.[NH2:36][NH2:37]>O1CCOCC1.CCO>[Cl:30][C:23]1[CH:24]=[CH:25][C:26]([S:28][CH3:29])=[CH:27][C:22]=1[C:20]1[C:8]2[C:9](=[N:10][C:5]([O:4][C:3]3[CH:31]=[CH:32][C:33]([F:35])=[CH:34][C:2]=3[F:1])=[N:6][CH:7]=2)[NH:37][N:36]=1 |f:2.3|. Reported procedure: To a solution of [2,4-bis-(2,4-difluoro-phenoxy)-pyrimidin-5-yl]-(2-chloro-5-methylsulfanyl-phenyl)-methanone (3.0 g, 5.76 mmol) in 10 mL of dioxane/EtOH (10:1) was added hydrazine (0.19 mL, 5.76 mmol) The resulting mixture was heated to reflux for 24 hours, then cooled to room temperature. The mixture was partitioned between water and ethyl acetate, and the organic layer was separated, washed twice with 1N aqueous HCl and once with wtisaturated brine, dried over MgSO4, filtered and concentrated... Starting materials: C1CCOC1, ClCc1cccnc1, [KH], O=C1CCCC1C(=O)OCc1ccccc1. The product is O=C1CCCC1(Cc1cccnc1)C(=O)OCc1ccccc1. RXN SMILES: [CH2:26]1[O:27][CH2:28][CH2:29][CH2:30]1.[Cl:18][CH2:19][c:20]1[cH:21][n:22][cH:23][cH:24][cH:25]1.[KH:1].[O:2]=[C:3]1[CH:4]([C:8](=[O:9])[O:10][CH2:11][c:12]2[cH:13][cH:14][cH:15][cH:16][cH:17]2)[CH2:5][CH2:6][CH2:7]1>>[O:2]=[C:3]1[C:4]([C:8](=[O:9])[O:10][CH2:11][c:12]2[cH:13][cH:14][cH:15][cH:16][cH:17]2)([CH2:19][c:20]2[cH:21][n:22][cH:23][cH:24][cH:25]2)[CH2:5][CH2:6][CH2:7]1. The reactants are O=Cc1ccc(C(=O)O)cc1, CC(=O)c1cc(-c2ccc(C)cc2)c(OCc2ccccc2)c(C(C)(C)C)c1, CO, Cl, [K+], [OH-]. Yields the product Cc1ccc(-c2cc(C(=O)C=Cc3ccc(C(=O)O)cc3)cc(C(C)(C)C)c2OCc2ccccc2)cc1. Reaction SMILES: [C:29](=[O:30])([OH:31])[c:32]1[cH:33][cH:34][c:35]([CH:36]=[O:37])[cH:38][cH:39]1.[CH2:1]([c:2]1[cH:3][cH:4][cH:5][cH:6][cH:7]1)[O:8][c:9]1[c:10]([C:25]([CH3:26])([CH3:27])[CH3:28])[cH:11][c:12]([C:22]([CH3:23])=[O:24])[cH:13][c:14]1-[c:15]1[cH:16][cH:17][c:18]([CH3:21])[cH:19][cH:20]1.[CH3:43][OH:44].[ClH:42].[K+:41].[OH-:40]>>[CH2:1]([c:2]1[cH:3][cH:4][cH:5][cH:6][cH:7]1)[O:8][c:9]1[c:10]([C:25]([CH3:26])([CH3:27])[CH3:28])[cH:11][c:12]([C:22]([CH:23]=[CH:36][c:35]2[cH:34][cH:33][c:32]([C:29](=[O:30])[OH:31])[cH:39][cH:38]2)=[O:24])[cH:13][c:14]1-[c:15]1[cH:16][cH:17][c:18]([CH3:21])[cH:19][cH:20]1. Reactants: triethyl phosphonoacetate, C1CCOC1 (THF), FC=1C=CC=C2C(=CN(C12)S(=O)(=O)C1=CC=C(C)C=C1)C=O (7-fluoro-1-tos yl-1H-indole-3-carbaldehyde), C1CCOC1 (THF), O (water), [H-].[Na+] (sodium hydride), C1CCOC1 (THF). Conditions: time 0.5 hour. Product: FC=1C=CC=C2C(=CN(C12)S(=O)(=O)C1=CC=C(C)C=C1)/C=C/C(=O)OCC (ethyl (E)-3-(7-fluoro-1-tosyl-1H-indol-3-yl)acrylate). Yield: 65.0%. As a reaction SMILES: [H-].[Na+].[F:3][C:4]1[CH:5]=[CH:6][CH:7]=[C:8]2[C:12]=1[N:11]([S:13]([C:16]1[CH:22]=[CH:21][C:19]([CH3:20])=[CH:18][CH:17]=1)(=[O:15])=[O:14])[CH:10]=[C:9]2[CH:23]=O.[OH2:25].[CH2:26]1[CH2:30][O:29][CH2:28][CH2:27]1>>[F:3][C:4]1[CH:5]=[CH:6][CH:7]=[C:8]2[C:12]=1[N:11]([S:13]([C:16]1[CH:22]=[CH:21][C:19]([CH3:20])=[CH:18][CH:17]=1)(=[O:15])=[O:14])[CH:10]=[C:9]2/[CH:23]=[CH:27]/[C:28]([O:29][CH2:30][CH3:26])=[O:25] |f:0.1|. Reported procedure: To a suspension of sodium hydride (ca 60%, 240 mg, 6.3 mmol) in THF (10 mL) was added dropwise a solution of triethyl phosphonoacetate (1.33 g, 5.9 mmol) in THF (5 mL) at 0° C. After stirring at room temperature for 0.5 hour, a solution of 7-fluoro-1-tos yl-1H-indole-3-carbaldehyde (J. Med. Chem., 48 (19), 6023-6034 (2005)) (1.10 g, 3.48 mmol) in THF (5 mL) was added to the mixture at 0° C. The resulting mixture was stirred at 0° C. for 0.5 hour and at room temperature for 19 hours. The mixture ... Reactants: C1CCOC1, CSc1cc2nccc(Oc3ccc(N)cc3F)c2s1, O=C(Cc1ccccc1)N=C=S. Yields the product CSc1cc2nccc(Oc3ccc(NC(=S)NC(=O)Cc4ccccc4)cc3F)c2s1. RXN SMILES: [CH2:33]1[O:34][CH2:35][CH2:36][CH2:37]1.[CH3:1][S:2][c:3]1[cH:4][c:5]2[n:6][cH:7][cH:8][c:9]([O:12][c:13]3[c:14]([F:20])[cH:15][c:16]([NH2:19])[cH:17][cH:18]3)[c:10]2[s:11]1.[c:21]1([CH2:27][C:28](=[O:29])[N:30]=[C:31]=[S:32])[cH:22][cH:23][cH:24][cH:25][cH:26]1>>[CH3:1][S:2][c:3]1[cH:4][c:5]2[n:6][cH:7][cH:8][c:9]([O:12][c:13]3[c:14]([F:20])[cH:15][c:16]([NH:19][C:31]([NH:30][C:28]([CH2:27][c:21]4[cH:22][cH:23][cH:24][cH:25][cH:26]4)=[O:29])=[S:32])[cH:17][cH:18]3)[c:10]2[s:11]1. The reactants are N1CCOCC1 (morpholine), C(C)C1=CC=C(C(=O)Cl)C=C1 (4-ethylbenzoyl chloride). The solvent is C(Cl)Cl (methylene chloride). Reaction conditions: time 30 minute. Yields the product C(C)C1=CC=C(C(=O)N2CCOCC2)C=C1 (N-(4-ethylbenzoyl)-morpholine). Yield: 96.7%. Reaction SMILES: [NH:1]1[CH2:6][CH2:5][O:4][CH2:3][CH2:2]1.[CH2:7]([C:9]1[CH:17]=[CH:16][C:12]([C:13](Cl)=[O:14])=[CH:11][CH:10]=1)[CH3:8]>C(Cl)Cl>[CH2:7]([C:9]1[CH:17]=[CH:16][C:12]([C:13]([N:1]2[CH2:6][CH2:5][O:4][CH2:3][CH2:2]2)=[O:14])=[CH:11][CH:10]=1)[CH3:8]. Procedure details: To a cooled solution of 9.6 g (0.11 mole) of morpholine in 25 ml methylene chloride is added 8.4 g (0.05 mole) of 4-ethylbenzoyl chloride dropwise. The reaction is stirred 30 minutes and a white precipitate formed. The mixture is washed three times each with 25 ml of water, dried over anhydrous magnesium sulfate and evaporated in vacuo to yield 10.6 g of yellow oil. The reactants are C(CC)(=O)C=1C=CC2=C(OCC2)C1 (2,3-dihydro-6-propionylbenzo[b]furane), BrBr (bromine). Run in C1CCOC1 (THF). Product: BrC(C(=O)C=1C=CC2=C(OCC2)C1)C (6-(α-bromopropionyl)-2,3-dihydrobenzo[b]furane). Isolated yield 40.0%. RXN SMILES: [C:1]([C:5]1[CH:6]=[CH:7][C:8]2[CH2:12][CH2:11][O:10][C:9]=2[CH:13]=1)(=[O:4])[CH2:2][CH3:3].[Br:14]Br>C1COCC1>[Br:14][CH:2]([CH3:3])[C:1]([C:5]1[CH:6]=[CH:7][C:8]2[CH2:12][CH2:11][O:10][C:9]=2[CH:13]=1)=[O:4]. Procedure: 8.8 gr of 2,3-dihydro-6-propionylbenzo[b]furane in 50 ml of anhydrous THF are treated with 2.6 ml of bromine according with already described process. The product so obtained is recrystallized from methanol: 8 gr of 6-(α-bromopropionyl)-2,3-dihydrobenzo[b]furane are obtained. The reactants are NC(C(O)C1=CC=C(C=C1)F)CC1=CC(=C(C=C1)C)OC(C(F)F)(F)F ((1RS,2SR)-2-amino-1-(4-fluorophenyl)-3-(4-methyl-3-((1,1,2,2-tetrafluoroethyl)oxy)phenyl)-1-propanol), C=1(C=CC=C2C1C=CCCC2)C(=O)O (6,7-dihydro-5H-benzo[a]cycloheptene-1-carboxylic acid), Cl.C(C)N=C=NCCCN(C)C (1-ethyl-3-(3-dimethylaminopropyl)carbodiimide hydrochloride), ON1N=NC2=C1C=CC=C2 (1-hydroxy-1H-benzotriazole). Solvent: O (water), C(C)#N (acetonitrile). Conditions: time 8 hour. Product: FC1=CC=C(C=C1)C(C(CC1=CC(=C(C=C1)C)OC(C(F)F)(F)F)NC(=O)C=1C=CC=C2C1C=CCCC2)O (N-((1RS,2SR)-2-(4-fluorophenyl)-2-hydroxy-1-((4-methyl-3-((1,1,2,2-tetrafluoroethyl)oxy)phenyl)methyl)ethyl)-6,7-dihydro-5H-benzo[a]cycloheptene-1-carboxamide). The yield is 83.2%. Reaction SMILES: [NH2:1][CH:2]([CH2:12][C:13]1[CH:18]=[CH:17][C:16]([CH3:19])=[C:15]([O:20][C:21]([F:26])([F:25])[CH:22]([F:24])[F:23])[CH:14]=1)[CH:3]([C:5]1[CH:10]=[CH:9][C:8]([F:11])=[CH:7][CH:6]=1)[OH:4].[C:27]1([C:38](O)=[O:39])[CH:28]=[CH:29][CH:30]=[C:31]2[CH2:37][CH2:36][CH2:35][CH:34]=[CH:33][C:32]=12.Cl.C(N=C=NCCCN(C)C)C.ON1C2C=CC=CC=2N=N1>C(#N)C.O>[F:11][C:8]1[CH:9]=[CH:10][C:5]([CH:3]([OH:4])[CH:2]([NH:1][C:38]([C:27]2[CH:28]=[CH:29][CH:30]=[C:31]3[CH2:37][CH2:36][CH2:35][CH:34]=[CH:33][C:32]=23)=[O:39])[CH2:12][C:13]2[CH:18]=[CH:17][C:16]([CH3:19])=[C:15]([O:20][C:21]([F:26])([F:25])[CH:22]([F:24])[F:23])[CH:14]=2)=[CH:6][CH:7]=1 |f:2.3|. Procedure: To a solution of (1RS,2SR)-2-amino-1-(4-fluorophenyl)-3-(4-methyl-3-((1,1,2,2-tetrafluoroethyl)oxy)phenyl)-1-propanol (300 mg, 0.80 mmol) in acetonitrile (20 ml) were added 6,7-dihydro-5H-benzo[a]cycloheptene-1-carboxylic acid (150 mg, 0.80 mmol), 1-ethyl-3-(3-dimethylaminopropyl)carbodiimide hydrochloride (230 mg, 1.20 mmol) and 1-hydroxy-1H-benzotriazole (123 mg, 0.80 mmol), and the mixture was stirred overnight at room temperature. The reaction solution was diluted with water (100 ml) and ext...